Dataset: the Open Reaction Database (ORD), a public repository of structured organic reaction records. Task: describe an organic reaction: reactants, conditions, products, and yield Solvent: CN(C)C=O (DMF), C(C)(=O)OCC (ethyl acetate). Reaction conditions: time 14 hour. Reported procedure: A mixture of (E)-1-chloro-3-(2-naphthyl)-2-propene (0.5 g), 1H-1,2,4-triazole (0.5 g) and K2CO3(1.0 g) in DMF (20 ml) was stirred for 14 hours. The mixture was diluted with ethyl acetate and insolubles were filtered off. The filtrate was concentrated in vacuo and the residue was chromatographed on silica gel, eluting with ethyl acetate to give the titled compound (0.06 g) as colorless powder. Yields the product C1=C(C=CC2=CC=CC=C12)/C=C/CN1N=CN=C1 (1-[(E)-3-(2-naphthyl)-2-propenyl]-1H-1,2,4-triazole). Isolated yield 10.3%. Starting materials: ClC\C=C\C1=CC2=CC=CC=C2C=C1 ((E)-1-chloro-3-(2-naphthyl)-2-propene), N1N=CN=C1 (1H-1,2,4-triazole), C(=O)([O-])[O-].[K+].[K+] (K2CO3). RXN SMILES: Cl[CH2:2]/[CH:3]=[CH:4]/[C:5]1[CH:14]=[CH:13][C:12]2[C:7](=[CH:8][CH:9]=[CH:10][CH:11]=2)[CH:6]=1.[NH:15]1[CH:19]=[N:18][CH:17]=[N:16]1.C([O-])([O-])=O.[K+].[K+]>CN(C=O)C.C(OCC)(=O)C>[CH:6]1[C:7]2[C:12](=[CH:11][CH:10]=[CH:9][CH:8]=2)[CH:13]=[CH:14][C:5]=1/[CH:4]=[CH:3]/[CH2:2][N:15]1[CH:19]=[N:18][CH:17]=[N:16]1 |f:2.3.4|. The reactants are N1=CC(=CC=C1)C1(CCCCC1)CNC(=O)C1=C(N=C(S1)Br)C(F)(F)F (2-bromo-4-trifluoromethyl-thiazole-5-carboxylic acid (1-pyridin-3-yl-cyclohexylmethyl)-amide), COC1=NC=C(C=C1)B(O)O (2-methoxy-5-pyridineboronic acid), C(=O)([O-])[O-].[Na+].[Na+] (Na2CO3). The reagents and catalysts are C=1C=CC(=CC1)[P](C=2C=CC=CC2)(C=3C=CC=CC3)[Pd]([P](C=4C=CC=CC4)(C=5C=CC=CC5)C=6C=CC=CC6)([P](C=7C=CC=CC7)(C=8C=CC=CC8)C=9C=CC=CC9)[P](C=1C=CC=CC1)(C=1C=CC=CC1)C=1C=CC=CC1 (Pd(PPh3)4). Run in O1CCOCC1 (dioxane), O (water). Reaction conditions: temperature 110 celsius. The product is N1=CC(=CC=C1)C1(CCCCC1)CNC(=O)C1=C(N=C(S1)C=1C=NC(=CC1)OC)C(F)(F)F (2-(6-methoxy-pyridin-3-yl)-4-trifluoromethyl-thiazole-5-carboxylic acid (1-pyridin-3-yl-cyclohexylmethyl)-amide). RXN SMILES: [N:1]1[CH:6]=[CH:5][CH:4]=[C:3]([C:7]2([CH2:13][NH:14][C:15]([C:17]3[S:21][C:20](Br)=[N:19][C:18]=3[C:23]([F:26])([F:25])[F:24])=[O:16])[CH2:12][CH2:11][CH2:10][CH2:9][CH2:8]2)[CH:2]=1.[CH3:27][O:28][C:29]1[CH:34]=[CH:33][C:32](B(O)O)=[CH:31][N:30]=1.C([O-])([O-])=O.[Na+].[Na+]>O1CCOCC1.O.C1C=CC([P]([Pd]([P](C2C=CC=CC=2)(C2C=CC=CC=2)C2C=CC=CC=2)([P](C2C=CC=CC=2)(C2C=CC=CC=2)C2C=CC=CC=2)[P](C2C=CC=CC=2)(C2C=CC=CC=2)C2C=CC=CC=2)(C2C=CC=CC=2)C2C=CC=CC=2)=CC=1>[N:1]1[CH:6]=[CH:5][CH:4]=[C:3]([C:7]2([CH2:13][NH:14][C:15]([C:17]3[S:21][C:20]([C:32]4[CH:31]=[N:30][C:29]([O:28][CH3:27])=[CH:34][CH:33]=4)=[N:19][C:18]=3[C:23]([F:26])([F:25])[F:24])=[O:16])[CH2:12][CH2:11][CH2:10][CH2:9][CH2:8]2)[CH:2]=1 |f:2.3.4,^1:54,56,75,94|. Procedure: A mixture of 2-bromo-4-trifluoromethyl-thiazole-5-carboxylic acid (1-pyridin-3-yl-cyclohexylmethyl)-amide (44.8 mg), 2-methoxy-5-pyridineboronic acid (30.6 mg), Pd(PPh3)4 (5.8 mg) and Na2CO3 (42.4 mg) in dioxane (2 mL) and water (0.8 mL) is heated at 110° C. in an argon purged sealed vial for 2 h. The mixture is poured into water and extracted with EtOAc. The extract is concentrated and the residue is purified by PTLC (silica gel, 5% MeOH in methylene chloride) to give the title compound. MS (M+... Starting materials: C(C)(=O)N1CCC(CC1)N(C(=O)NC=1SC(=CN1)SCC(N1CCCCC1)=O)[C@@H]1CC[C@H](CC1)C (1-(1-acetyl-piperidin-4-yl)-1-(trans-4-methyl-cyclohexyl)-3-[5-(2-oxo-2-piperidin-1-yl-ethylsulfanyl)-thiazol-2-yl]-urea), C(C)(=O)N1CCC(CC1)N(C(NC=1SC(=CN1)SCC(=O)O)=O)[C@@H]1CC[C@H](CC1)C ({2-[3-(1-acetyl-piperidin-4-yl)-3-(trans-4-methyl-cyclohexyl)-ureido]-thiazol-5-ylsulfanyl}-acetic acid), C(C)NCC (diethylamine). Yields the product C(C)(=O)N1CCC(CC1)N(C(NC=1SC(=CN1)SCC(=O)N(CC)CC)=O)[C@@H]1CC[C@H](CC1)C (2-{2-[3-(1-Acetyl-piperidin-4-yl)-3-(trans-4-methyl-cyclohexyl)-ureido]-thiazol-5-ylsulfanyl}-N,N-diethyl-acetamide). Reaction SMILES: [C:1]([N:4]1[CH2:9][CH2:8][CH:7]([N:10]([C@H:29]2[CH2:34][CH2:33][C@H:32]([CH3:35])[CH2:31][CH2:30]2)[C:11]([NH:13][C:14]2[S:15][C:16]([S:19][CH2:20][C:21](=[O:28])[N:22]3[CH2:27][CH2:26]C[CH2:24][CH2:23]3)=[CH:17][N:18]=2)=[O:12])[CH2:6][CH2:5]1)(=[O:3])[CH3:2].C(N1CCC(N([C@H]2CC[C@H](C)CC2)C(=O)NC2SC(SCC(O)=O)=CN=2)CC1)(=O)C.C(NCC)C>>[C:1]([N:4]1[CH2:5][CH2:6][CH:7]([N:10]([C@H:29]2[CH2:30][CH2:31][C@H:32]([CH3:35])[CH2:33][CH2:34]2)[C:11](=[O:12])[NH:13][C:14]2[S:15][C:16]([S:19][CH2:20][C:21]([N:22]([CH2:23][CH3:24])[CH2:27][CH3:26])=[O:28])=[CH:17][N:18]=2)[CH2:8][CH2:9]1)(=[O:3])[CH3:2]. Procedure: Prepared in a similar manner to 1-(1-acetyl-piperidin-4-yl)-1-(trans-4-methyl-cyclohexyl)-3-[5-(2-oxo-2-piperidin-1-yl-ethylsulfanyl)-thiazol-2-yl]-urea using {2-[3-(1-acetyl-piperidin-4-yl)-3-(trans-4-methyl-cyclohexyl)-ureido]-thiazol-5-ylsulfanyl}-acetic acid and diethylamine.